Dataset: the Open Reaction Database (ORD), a public repository of structured organic reaction records. Task: describe an organic reaction: reactants, conditions, products, and yield The product is ClC1=C(C=CC(=C1)OCC1=NN=NN1C)C(C(C(F)(F)F)(O)C1=NC=C(N=C1)C)C (3-[2-Chloro-4-(1-methyl-1H-tetrazol-5-ylmethoxy)-phenyl]-1,1,1-trifluoro-2-(5-methyl-pyrazin-2-yl)-butan-2-ol). Reported procedure: The title compound was prepared in analogy to Example 74 from 5-chloromethyl-1-methyl-1H-tetrazole [57235-84-4] and 3-chloro-4-[3,3,3-trifluoro-2-hydroxy-1-methyl-2-(5-methyl-pyrazin-2-yl)-propyl]-phenol (Example 72). MS (m/e)=443.4 (MH+). As a reaction SMILES: Cl[CH2:2][C:3]1[N:7]([CH3:8])[N:6]=[N:5][N:4]=1.[Cl:9][C:10]1[CH:11]=[C:12]([OH:31])[CH:13]=[CH:14][C:15]=1[CH:16]([CH3:30])[C:17]([OH:29])([C:22]1[CH:27]=[N:26][C:25]([CH3:28])=[CH:24][N:23]=1)[C:18]([F:21])([F:20])[F:19]>>[Cl:9][C:10]1[CH:11]=[C:12]([O:31][CH2:2][C:3]2[N:7]([CH3:8])[N:6]=[N:5][N:4]=2)[CH:13]=[CH:14][C:15]=1[CH:16]([CH3:30])[C:17]([C:22]1[CH:27]=[N:26][C:25]([CH3:28])=[CH:24][N:23]=1)([OH:29])[C:18]([F:19])([F:21])[F:20]. Reactants: ClCC1=NN=NN1C (5-chloromethyl-1-methyl-1H-tetrazole), ClC=1C=C(C=CC1C(C(C(F)(F)F)(C1=NC=C(N=C1)C)O)C)O (3-Chloro-4-[3,3,3-trifluoro-2-hydroxy-1-methyl-2-(5-methyl-pyrazin-2-yl)-propyl]-phenol).